From a dataset of the Open Reaction Database (ORD), a public repository of structured organic reaction records. describe an organic reaction: reactants, conditions, products, and yield The reactants are C(C)OC(=O)C=1N=NN(C1N)C1=CC(=CC=C1)S(=O)(=O)C (5-amino-1-(3-methanesulfonyl-phenyl)-1H-[1,2,3]triazole-4-carboxylic acid ethyl ester), BrC1=CC=C(C(=NC2=CC=C(C=C2)Cl)Cl)C=C1 (4-bromo-N-(4-chloro-phenyl)-benzimidoyl chloride), O (water). The reagents and catalysts are Cl[Ti](Cl)(Cl)Cl (TiCl4). Solvent: C(Cl)Cl (CH2Cl2), ClC(C)Cl (dichloroethane). Run at temperature 150 celsius. The product is BrC1=CC=C(C=C1)C=1N(C(C2=C(N1)N(N=N2)C2=CC(=CC=C2)S(=O)(=O)C)=O)C2=CC=C(C=C2)Cl (5-(4-bromo-phenyl)-6-(4-chloro-phenyl)-3-(3-methanesulfonyl-phenyl)-3,6-dihydro-[1,2,3]triazolo[4,5-d]pyrimidin-7-one). Reaction SMILES: C(O[C:4]([C:6]1[N:7]=[N:8][N:9]([C:12]2[CH:17]=[CH:16][CH:15]=[C:14]([S:18]([CH3:21])(=[O:20])=[O:19])[CH:13]=2)[C:10]=1[NH2:11])=[O:5])C.[Br:22][C:23]1[CH:38]=[CH:37][C:26]([C:27](Cl)=[N:28][C:29]2[CH:34]=[CH:33][C:32]([Cl:35])=[CH:31][CH:30]=2)=[CH:25][CH:24]=1.O>ClC(Cl)C.C(Cl)Cl.Cl[Ti](Cl)(Cl)Cl>[Br:22][C:23]1[CH:24]=[CH:25][C:26]([C:27]2[N:28]([C:29]3[CH:34]=[CH:33][C:32]([Cl:35])=[CH:31][CH:30]=3)[C:4](=[O:5])[C:6]3[N:7]=[N:8][N:9]([C:12]4[CH:17]=[CH:16][CH:15]=[C:14]([S:18]([CH3:21])(=[O:19])=[O:20])[CH:13]=4)[C:10]=3[N:11]=2)=[CH:37][CH:38]=1. Reported procedure: A mixture of 5-amino-1-(3-methanesulfonyl-phenyl)-1H-[1,2,3]triazole-4-carboxylic acid ethyl ester (310 mg, 1 mmol), 4-bromo-N-(4-chloro-phenyl)-benzimidoyl chloride (1.2 mmol) and TiCl4 (2 mmol) in anhydrous dichloroethane (5 mL) is heated to 150° C. for 14 h. After cooling down to room temperature, the mixture is diluted with CH2Cl2 (20 mL) and treated with water (30 mL). The solid is collected by filtration and washed with MeOH (5 ml) to provide the crude 5-(4-bromo-phenyl)-6-(4-chloro-phenyl... Reactants: C(CC)N(CC(CN)(C)C)CCC (N,N-dipropyl-2,2-dimethyl-1,3-propanediamine), C1CCC(CC1)N=C=NC2CCCCC2 (DCC), C=1C=CC2=C(C1)N=NN2O (HOBt), N1C(=NC=C1)CN(CC=1NC=CN1)CC1=CC=C(C(=O)O)C=C1 (4-[N,N-bis-(imidazol-2-ylmethyl)aminomethyl]-benzoic acid). Solvent: CN(C)C=O (DMF). Run at time 8 hour. Product: N1C(=NC=C1)CN(CC=1NC=CN1)CC1=CC=C(C(=O)NCC(CN(CCC)CCC)(C)C)C=C1 (4-{[bis(1H-imidazol-2-ylmethyl)-amino]-methyl}-N-(3-dipropylamino-2,2-dimethylpropyl)-benzamide). As a reaction SMILES: [NH:1]1[CH:5]=[CH:4][N:3]=[C:2]1[CH2:6][N:7]([CH2:14][C:15]1[CH:23]=[CH:22][C:18]([C:19](O)=[O:20])=[CH:17][CH:16]=1)[CH2:8][C:9]1[NH:10][CH:11]=[CH:12][N:13]=1.C1CCC(N=C=NC2CCCCC2)CC1.C1C=CC2N(O)N=NC=2C=1.[CH2:49]([N:52]([CH2:59][CH2:60][CH3:61])[CH2:53][C:54]([CH3:58])([CH3:57])[CH2:55][NH2:56])[CH2:50][CH3:51]>CN(C=O)C>[NH:13]1[CH:12]=[CH:11][N:10]=[C:9]1[CH2:8][N:7]([CH2:14][C:15]1[CH:16]=[CH:17][C:18]([C:19]([NH:56][CH2:55][C:54]([CH3:57])([CH3:58])[CH2:53][N:52]([CH2:49][CH2:50][CH3:51])[CH2:59][CH2:60][CH3:61])=[O:20])=[CH:22][CH:23]=1)[CH2:6][C:2]1[NH:1][CH:5]=[CH:4][N:3]=1. Procedure details: The compound (100 mg) obtained in Example 2-2 was dissolved in DMF (2.0 ml) and then added with DCC (55.4 mg), HOBt (36.3 mg), and the compound (50.0 mg) obtained in Example 23-3, followed by stirring overnight at room temperature. After completion of the reaction, the solvent was distilled off and the residue was then dissolved in chloroform. Then, the solution was added with 1 mol/l hydrochloric acid to separate the solution into layers. After the aqueous layer was added with a 1 mol/l sodium ... The reactants are C1(=CC=CC=C1)P(C1=CC=CC=C1)C1=CC=CC=C1 (triphenylphosphine), CCOC(=O)/N=N/C(=O)OCC (DEAD), C1(C=2C(C(N1)=O)=CC=CC2)=O (phthalimide), FC1C(CN(CC1)C(=O)OCC1=CC=CC=C1)O ((+/−)-benzyl 4-fluoro-3-hydroxypiperidine-1-carboxylate). Solvent: C1(=CC=CC=C1)C (toluene). Conditions: time 15 minute. Product: O=C1N(C(C2=CC=CC=C12)=O)C1CN(CCC1F)C(=O)OCC1=CC=CC=C1 ((+/−)-benzyl 3-(1,3-dioxoisoindolin-2-yl)-4-fluoropiperidine-1-carboxylate). Reaction SMILES: C1(P(C2C=CC=CC=2)C2C=CC=CC=2)C=CC=CC=1.CCOC(/N=N/C(OCC)=O)=O.[F:32][CH:33]1[CH2:38][CH2:37][N:36]([C:39]([O:41][CH2:42][C:43]2[CH:48]=[CH:47][CH:46]=[CH:45][CH:44]=2)=[O:40])[CH2:35][CH:34]1O.[C:50]1(=[O:60])[NH:54][C:53](=[O:55])[C:52]2=[CH:56][CH:57]=[CH:58][CH:59]=[C:51]12>C1(C)C=CC=CC=1>[O:55]=[C:53]1[C:52]2[C:51](=[CH:59][CH:58]=[CH:57][CH:56]=2)[C:50](=[O:60])[N:54]1[CH:34]1[CH:33]([F:32])[CH2:38][CH2:37][N:36]([C:39]([O:41][CH2:42][C:43]2[CH:48]=[CH:47][CH:46]=[CH:45][CH:44]=2)=[O:40])[CH2:35]1. Procedure details: To a solution of triphenylphosphine (3.0 equiv.) in toluene (0.25 M solution) was added DEAD (3.0 equiv.) at room temperature, which was stirred for 15 min. Then, (+/−)-benzyl 4-fluoro-3-hydroxypiperidine-1-carboxylate (1.0 equiv.) was added to the reaction mixture. After being stirred for 10 min, phthalimide (3.0 equiv.) was added and the reaction mixture was stirred for 15 h. The reaction mixture was extracted with ethyl acetate, which was washed with water and brine. The organic phase was dri... Starting materials: O=C(OCC)C=1C=CN=CC1, IC1COC1. Reagents/catalysts: O=S(=O)(O)O, OO, [Fe].O=S(=O)(O)O.O. Run in O, O=S(C)C. Run at temperature 40 celsius, time 1.5 hour. Product: O=C(OCC)C=1C=CN=C(C1)C2COC2. The yield is 24.0%. Procedure details: H2O2  (30%  in  H2O;  0.31  mL,  3.0  mmol)  was  added  dropwise  over 2 min to a stirred solution of ethyl isonicotinate 1d (151 mg, 1.0 mmol), concentrated H2SO4 (107 μL, 2.0 mmol), 3-iodooxetane (368 mg, 2.0 mmol) and iron(II) sulfate heptahydrate (80 mg, 0.3 mmol) in DMSO (10 mL) at 40 °C. After 1-2 min a further portion of iron(II) sulfate heptahydrate (80 mg, 0.3 mmol) was added and the mixture was stirred at 40 °C for 30 min. Further H2O2 (0.31 mL, 3.0 mmol) and iron(II) sulfate heptahyd... The reactants are Fc1ccc(Cl)c(Br)c1, C1CCOC1, [Li]CCCC, CC(C)NC(C)C, CN(C)C=O, O. Yields the product O=Cc1c(F)ccc(Cl)c1Br. As a reaction SMILES: [Br:13][c:14]1[c:15]([Cl:21])[cH:16][cH:17][c:18]([F:20])[cH:19]1.[CH2:27]1[O:28][CH2:29][CH2:30][CH2:31]1.[CH2:8]([Li:9])[CH2:10][CH2:11][CH3:12].[CH:1]([NH:2][CH:3]([CH3:4])[CH3:5])([CH3:6])[CH3:7].[O:22]=[CH:23][N:24]([CH3:25])[CH3:26].[OH2:32]>>[Br:13][c:14]1[c:15]([Cl:21])[cH:16][cH:17][c:18]([F:20])[c:19]1[CH:23]=[O:22].